From a dataset of the Open Reaction Database (ORD), a public repository of structured organic reaction records. describe an organic reaction: reactants, conditions, products, and yield The reactants are ClC=1NC=C(N1)C(=O)O (2-chloro-imidazole-4-carboxylic acid), amine, CCN(C(C)C)C(C)C (DIEA). Yields the product ClC=1NC=C(N1)C(=O)N (2-chloro-imidazole-4-carboxamide). RXN SMILES: [Cl:1][C:2]1[NH:3][CH:4]=[C:5]([C:7]([OH:9])=O)[N:6]=1.CC[N:12](C(C)C)C(C)C>>[Cl:1][C:2]1[NH:3][CH:4]=[C:5]([C:7]([NH2:12])=[O:9])[N:6]=1. Reported procedure: Scheme 2 illustrates the synthesis of compounds 9 and 10. Lithiation of compound 6 with n-BuLi followed by the addition of carbon dioxide affords 2-chloro-imidazole-4-carboxylic acid 7. Reaction of acid 7 with amine 2 in the presence of DMC and DIEA furnishes 2-chloro-imidazole-4-carboxamide 8, which undergoes Suzuki coupling reaction with arylboronic acid to give 2-aryl-imidazole-4-carboxamide 9. Reduction of amide 9 with Alane-N,N-dimethylethylamine complex gives compound 10. Alternatively, co... Starting materials: BrC=1C=C2C(=C(C(NC2=CC1)=O)C1=CC(=CC=C1)C(F)(F)F)O (6-Bromo-4-hydroxy-3-(3-(trifluoromethyl)phenyl)quinolin-2(1H)-one), BrC=1C=C2C(=C(C(NC2=CC1)=O)C1=CC(=CC=C1)C(F)(F)F)O (6-Bromo-4-hydroxy-3-(3-(trifluoromethyl)phenyl)quinolin-2(1H)-one), ClC=1C=C(C=CC1)[Mg]Br ((3-chlorophenyl)magnesium bromide). The solvent is C1CCOC1 (THF), C1CCOC1 (THF). Run at time 8 hour. The product is ClC=1C=C(C=CC1)C(=O)C=1C=NC(=CC1)C(F)(F)F ((3-Chlorophenyl)(6-(trifluoromethyl)pyridin-3-yl)methanone). RXN SMILES: Br[C:2]1[CH:3]=[C:4]2[C:9](=[CH:10][CH:11]=1)[NH:8][C:7](=O)[C:6]([C:13]1C=CC=[C:15]([C:19]([F:22])([F:21])[F:20])[CH:14]=1)=[C:5]2[OH:23].[Cl:24]C1C=C([Mg]Br)C=CC=1>C1COCC1>[Cl:24][C:2]1[CH:3]=[C:4]([C:5]([C:6]2[CH:7]=[N:8][C:15]([C:19]([F:22])([F:21])[F:20])=[CH:14][CH:13]=2)=[O:23])[CH:9]=[CH:10][CH:11]=1. Procedure details: To a solution of N-methoxy-N-methyl-6-(trifluoromethyl)nicotinamide (1.23 g, 5.25 mmol, Intermediate 2: step b) in THF (12 mL) at 4° C. was added 0.5 M (3-chlorophenyl)magnesium bromide in THF (12.7 mL, 6.35 mmol). The mixture was stirred at 4° C. to room temperature overnight, and quenched with NH4Cl (aqueous). The organic layer was separated, and the aqueous layer was extracted with CH2Cl2. The combined organic phases were dried (Na2SO4), filtered, concentrated, and purified by flash column ch...